This data is from the Open Reaction Database (ORD), a public repository of structured organic reaction records. The task is: describe an organic reaction: reactants, conditions, products, and yield Reactants: S(=O)(Cl)Cl (Thionyl chloride), ClC=1C=C2C=CC(=CC2=CC1)CO (6-chloro-2-hydroxymethylnaphthalene), CO (methanol). The solvent is N1=CC=CC=C1 (pyridine), C(Cl)(Cl)Cl (chloroform). Run at temperature 20 celsius, time 1 hour. The product is ClCC1=CC2=CC=C(C=C2C=C1)Cl (2-chloromethyl-6-chloronaphthalene). Isolated yield 95.7%. As a reaction SMILES: S(Cl)([Cl:3])=O.[Cl:5][C:6]1[CH:7]=[C:8]2[C:13](=[CH:14][CH:15]=1)[CH:12]=[C:11]([CH2:16]O)[CH:10]=[CH:9]2.CO>N1C=CC=CC=1.C(Cl)(Cl)Cl>[Cl:3][CH2:16][C:11]1[CH:10]=[CH:9][C:8]2[C:13](=[CH:14][CH:15]=[C:6]([Cl:5])[CH:7]=2)[CH:12]=1. Procedure details: Thionyl chloride (99.4 g.) is added dropwise at 0° C. during 1 hour to a stirred suspension of the 6-chloro-2-hydroxymethylnaphthalene (96.3 g.) in a mixture of pyridine (59.0 g.) and chloroform (2 3 l). The mixture is stirred for 1 hour at 20° C., then treated dropwise with methanol (60 ml.) and stored for 18 hours. The solution is washed with water, 3N-hydrochloric acid, and water again, dried with magnesium sulphate and evaporated. The residue is crystallised from light petroleum (b.p. 80°-10... Starting materials: C[C@H]1C[C@@H]([C@@H]([C@H](/C=C(/[C@@H]([C@H](/C=C\C=C(\C(=O)NC2=CC(=O)C(=C(C1)C2=O)OC)/C)OC)OC(=O)N)\C)C)O)OC (geldanamycin), N (ammonia). The solvent is C1CCOC1 (THF). Reaction conditions: time 24 hour. The product is C[C@H]1C[C@H]([C@@H]([C@H](/C=C(/[C@@H]([C@@H](/C=C\C=C(\C(=O)NC2=CC(=O)C(=C(C1)C2=O)N)/C)OC)OC(=O)N)\C)C)O)OC (17-Amino Geldanamycin). Isolated yield 92.4%. As a reaction SMILES: [CH3:1][C@@H:2]1[CH2:24][C:23]2[C:25](=[O:26])[C:18](=[CH:19][C:20]([C:22]=2OC)=[O:21])[NH:17][C:15](=[O:16])[C:14]([CH3:29])=[CH:13][CH:12]=[CH:11][C@H:10]([O:30][CH3:31])[C@@H:9]([O:32][C:33]([NH2:35])=[O:34])[C:8]([CH3:36])=[CH:7][C@H:6]([CH3:37])[C@@H:5]([OH:38])[C@@H:4]([O:39][CH3:40])[CH2:3]1.[NH3:41]>C1COCC1>[CH3:1][C@@H:2]1[CH2:24][C:23]2[C:25](=[O:26])[C:18](=[CH:19][C:20]([C:22]=2[NH2:41])=[O:21])[NH:17][C:15](=[O:16])[C:14]([CH3:29])=[CH:13][CH:12]=[CH:11][C@@H:10]([O:30][CH3:31])[C@@H:9]([O:32][C:33]([NH2:35])=[O:34])[C:8]([CH3:36])=[CH:7][C@H:6]([CH3:37])[C@@H:5]([OH:38])[C@H:4]([O:39][CH3:40])[CH2:3]1. Procedure details: To 2.0 g (3.57 mmol) of geldanamycin in 40 ml of dry THF in a flame-dried flask was added 2.55 ml (17.8 mmol, solution in methanol, ca 7N) of ammonia under nitrogen. The reaction mixture was stirred at room temperature for 24 h at which time TLC analysis indicated the reaction was complete. The solvent was removed by rotary evaporation and the crude material was dissolved in 30 mL of EtOH and crystallized by addition of 120 mL of water to give 1.8 g (3.30 mmol) of 17-AG as red crystals (99% pure... Reactants: C1(CCCC1)OC=1C=C(C(=O)NC2=NN(C=C2)C)C=C(C1)OCC1=CC=CC=C1 (3-(Cyclopentyloxy)-N-(1-methyl-1H-pyrazol-3-yl)-5-[(phenylmethyl)oxy]benzamide). The reagents and catalysts are [Pd] (palladium on charcoal). Solvent: C(C)O (ethanol). Conditions: time 86 hour. Product: C1(CCCC1)OC=1C=C(C(=O)NC2=NN(C=C2)C)C=C(C1)O (3-(Cyclopentyloxy)-5-hydroxy-N-(1-methyl-1H-pyrazol-3-yl)benzamide). Reaction SMILES: [CH:1]1([O:6][C:7]2[CH:8]=[C:9]([CH:19]=[C:20]([O:22]CC3C=CC=CC=3)[CH:21]=2)[C:10]([NH:12][C:13]2[CH:17]=[CH:16][N:15]([CH3:18])[N:14]=2)=[O:11])[CH2:5][CH2:4][CH2:3][CH2:2]1>C(O)C.[Pd]>[CH:1]1([O:6][C:7]2[CH:8]=[C:9]([CH:19]=[C:20]([OH:22])[CH:21]=2)[C:10]([NH:12][C:13]2[CH:17]=[CH:16][N:15]([CH3:18])[N:14]=2)=[O:11])[CH2:5][CH2:4][CH2:3][CH2:2]1. Procedure: 3-(Cyclopentyloxy)-N-(1-methyl-1H-pyrazol-3-yl)-5-[(phenylmethyl)oxy]benzamide (1.87 g, 4.78 mmol) was dissolved in ethanol (40 mL) and 10% palladium on charcoal (102 mg) catalyst added under argon. The reaction was stirred under an atmosphere of hydrogen for 86 hours, then filtered through Celite® and concentrated in vacuo to a light brown solid (1.31 g). 1H NMR (d6-DMSO): 1.54 (m, 2H), 1.76 (m, 4H), 1.96 (m, 2H), 2.75 (s, 1H), 3.83 (s, 3H), 4.91 (m, 1H), 6.49 (m, 1H), 6.61 (m, 1H), 6.98 (m, 1H... The reactants are CN(C)C=O, ClCc1ccccc1, Cl, [H-], [Na+], Cc1ncc(CO)cc1O. Product: Cc1ncc(CO)cc1OCc1ccccc1. RXN SMILES: [CH3:22][N:23]([CH3:24])[CH:25]=[O:26].[Cl:14][CH2:15][c:16]1[cH:17][cH:18][cH:19][cH:20][cH:21]1.[ClH:1].[H-:12].[Na+:13].[OH:2][CH2:3][c:4]1[cH:5][c:6]([OH:11])[c:7]([CH3:10])[n:8][cH:9]1>>[OH:2][CH2:3][c:4]1[cH:5][c:6]([O:11][CH2:15][c:16]2[cH:17][cH:18][cH:19][cH:20][cH:21]2)[c:7]([CH3:10])[n:8][cH:9]1. The reactants are BrCCBr (1,2-Dibromoethane), BrC1=C(C=C(C=C1)OC)OC (1-bromo-2,4-dimethoxybenzene), C1(=CC=CC=C1)P(C1=CC=CC=C1)C1=CC=CC=C1 (triphenylphosphine), ClC=1C(=C(CBr)C=CC1)F (3-Chloro-2-fluorobenzylbromide), Cl[Si](C)(C)C (chlorotrimethylsilane), compound 7. The reagents and catalysts are C=1C=CC(=CC1)/C=C/C(=O)/C=C/C2=CC=CC=C2.C=1C=CC(=CC1)/C=C/C(=O)/C=C/C2=CC=CC=C2.C=1C=CC(=CC1)/C=C/C(=O)/C=C/C2=CC=CC=C2.[Pd].[Pd] (Pd2dba3), [Zn] (zinc). Solvent: C1CCOC1 (THF), C1CCOC1 (THF), C1CCOC1 (THF), C1CCOC1 (THF). Conditions: temperature 60 celsius, time 15 minute. The product is ClC1=C(C(=CC=C1)CC1=C(C=C(C=C1)OC)OC)F (1-chloro-3-(2,4-dimethoxybenzyl)-2-fluorobenzene). Reaction SMILES: BrCCBr.Cl[Si](C)(C)C.[Cl:10][C:11]1[C:12]([F:19])=[C:13]([CH:16]=[CH:17][CH:18]=1)[CH2:14]Br.C1(P(C2C=CC=CC=2)C2C=CC=CC=2)C=CC=CC=1.Br[C:40]1[CH:45]=[CH:44][C:43]([O:46][CH3:47])=[CH:42][C:41]=1[O:48][CH3:49]>C1COCC1.[Zn].C1C=CC(/C=C/C(/C=C/C2C=CC=CC=2)=O)=CC=1.C1C=CC(/C=C/C(/C=C/C2C=CC=CC=2)=O)=CC=1.C1C=CC(/C=C/C(/C=C/C2C=CC=CC=2)=O)=CC=1.[Pd].[Pd]>[Cl:10][C:11]1[CH:18]=[CH:17][CH:16]=[C:13]([CH2:14][C:40]2[CH:45]=[CH:44][C:43]([O:46][CH3:47])=[CH:42][C:41]=2[O:48][CH3:49])[C:12]=1[F:19] |f:7.8.9.10.11|. Reported procedure: THF (5 volumes) and zinc dust (2.4 eq) were charged to a round bottom flask under nitrogen. The slurry was heated to 60° C. and held for 15 min. 1,2-Dibromoethane (0.2 eq) was added and the mixture agitated at 60° C. for 30 min. The mixture was cooled to ambient temperature before 0.4 eq. chlorotrimethylsilane was added. 3-Chloro-2-fluorobenzylbromide (2.0 eq) dissolved in THF was added over 2 h at 0° C. Agitation was stopped and the mixture allowed to settle overnight to give 7 as a solution in...